From a dataset of the Open Reaction Database (ORD), a public repository of structured organic reaction records. describe an organic reaction: reactants, conditions, products, and yield The reactants are C(C)(=O)OC(C)=O (Acetic anhydride), C(C)(=O)C=1C=NN2C1CCCC2 (3-acetyl-4,5,6,7-tetrahydropyrazolo[2,3-a]pyridine), Cl.CNC (dimethylamine hydrochloride), C=O (formaldehyde), ice water, C([O-])([O-])=O.[K+].[K+] (potassium carbonate). Reaction conditions: temperature 80 celsius, time 1 hour. Product: CN(C)CCC(=O)C=1C=NN2C1CCCC2 (3-(3-(N,N-dimethylamino)propionyl)-4,5,6,7-tetrahydropyrazolo[2,3-a]pyridine). Yield: 92.8%. Reaction SMILES: [C:1](OC(=O)C)(=O)C.Cl.[CH3:9][NH:10][CH3:11].C=O.[C:14]([C:17]1[CH:18]=[N:19][N:20]2[CH2:25][CH2:24][CH2:23][CH2:22][C:21]=12)(=[O:16])[CH3:15].C(=O)([O-])[O-].[K+].[K+]>>[CH3:9][N:10]([CH2:1][CH2:15][C:14]([C:17]1[CH:18]=[N:19][N:20]2[CH2:25][CH2:24][CH2:23][CH2:22][C:21]=12)=[O:16])[CH3:11] |f:1.2,5.6.7|. Procedure: Acetic anhydride (4.3 g) was dropwise added while stirring dimethylamine hydrochloride (1.0 g) and 37% formaldehyde solution (1.0 g) at 50° C. After the dropwise addition, the reaction mixture was stirred at 80° C. for 1 hour, and 3-acetyl-4,5,6,7-tetrahydropyrazolo[2,3-a]pyridine (1.4 g) was added. The mixture was stirred for 2 hours with heating. The reaction mixture was poured into ice water and potassium carbonate was added, which was followed by extraction with chloroform. The extract was d... Starting materials: BrC1=CC=C(C=C1)C1(CC2(C1)OCCO2)N2C(C1=CC=CC=C1C2=O)=O (2-[2-(4-bromophenyl)-5,8-dioxaspiro[3.4]oct-2-yl]-1H-isoindole-1,3(2H)-dione), O.C1(=CC=C(C=C1)S(=O)(=O)O)C (p-toluenesulfonic acid monohydrate). Run in CC(=O)C (acetone), CCOC(=O)C (EtOAc). Product: BrC1=CC=C(C=C1)C1(CC(C1)=O)N1C(C2=CC=CC=C2C1=O)=O (2-[1-(4-bromophenyl)-3-oxocyclobutyl]-1H-isoindole-1,3(2H)-dione). As a reaction SMILES: [Br:1][C:2]1[CH:7]=[CH:6][C:5]([C:8]2([N:16]3[C:24](=[O:25])[C:23]4[C:18](=[CH:19][CH:20]=[CH:21][CH:22]=4)[C:17]3=[O:26])[CH2:11][C:10]3(OCC[O:12]3)[CH2:9]2)=[CH:4][CH:3]=1.O.C1(C)C=CC(S(O)(=O)=O)=CC=1>CC(C)=O.CCOC(C)=O>[Br:1][C:2]1[CH:3]=[CH:4][C:5]([C:8]2([N:16]3[C:24](=[O:25])[C:23]4[C:18](=[CH:19][CH:20]=[CH:21][CH:22]=4)[C:17]3=[O:26])[CH2:9][C:10](=[O:12])[CH2:11]2)=[CH:6][CH:7]=1 |f:1.2|. Procedure details: A mixture of 2-[2-(4-bromophenyl)-5,8-dioxaspiro[3.4]oct-2-yl]-1H-isoindole-1,3(2H)-dione (7-2) (3.1 g, 7.48 mmol) and p-toluenesulfonic acid monohydrate (0.14 g, 0.75 mmol) in acetone (50 mL) was refluxed for 2 days. The cooled mixture was diluted with EtOAc, washed with sat. NaHCO3, dried (MgSO4), filtered, and concentrated under reduced pressure. The residue was purified by silica gel chromatography, eluting with 0˜100% EtOAc in hexane, to give 2-[1-(4-bromophenyl)-3-oxocyclobutyl]-1H-isoindo... Starting materials: FC1(OC(C(O1)(Cl)Cl)(Cl)Cl)F (2,2-difluoro-4,4,5,5-tetrachloro-1,3-dioxolane). The reagents and catalysts are [Zn] (zinc), [Cl-].[Zn+2].[Cl-] (zinc chloride). The solvent is C(CC)O (1-propanol). Reaction conditions: time 148 minute. The product is FC1(OC(=C(O1)Cl)Cl)F (2,2-difluoro-4,5-dichloro-1,3-dioxole). As a reaction SMILES: [F:1][C:2]1([F:11])[O:6][C:5](Cl)([Cl:7])[C:4](Cl)([Cl:9])[O:3]1>[Zn].[Cl-].[Zn+2].[Cl-].C(O)CC>[F:1][C:2]1([F:11])[O:6][C:5]([Cl:7])=[C:4]([Cl:9])[O:3]1 |f:2.3.4|. Procedure: A 300 mL, 3-neck glass flask equipped with magnetic stirrer, thermometer, Vigreux column with a water condenser to receiver, trap to a nitrogen tee and bubbler was charged with 1-propanol, 175 mL; zinc dust, 59.3 g; zinc chloride, 2.0 g. After heating to reflux, the 2,2-difluoro-4,4,5,5-tetrachloro-1,3-dioxolane (4j), 74.3 g, was added by syringe pump at 0.33 mL/minute. The addition was complete in 148 minutes. Distillation was begun 40 minutes after the start of the addition and continued for 6... Reactants: [N+](=O)([O-])C=1C=CC2=C(C=C(C(O2)(C)C)C)C1 (6-nitro-2,2,3-trimethyl-2H-1-benzopyran), ClC1=CC(=CC=C1)C(=O)OO (m-chloroperbenzoic acid). Solvent: ClCCl (dichloromethane). The product is [N+](=O)([O-])C=1C=CC2=C(C3C(C(O2)(C)C)(O3)C)C1 (6-nitro-2,2,3-trimethyl-3,4-dihydro-3,4-epoxy-2H-1-benzopyran). Yield: 92.6%. Reaction SMILES: [N+:1]([C:4]1[CH:5]=[CH:6][C:7]2[O:12][C:11]([CH3:14])([CH3:13])[C:10]([CH3:15])=[CH:9][C:8]=2[CH:16]=1)([O-:3])=[O:2].ClC1C=CC=C(C(OO)=[O:25])C=1>ClCCl>[N+:1]([C:4]1[CH:5]=[CH:6][C:7]2[O:12][C:11]([CH3:13])([CH3:14])[C:10]3([CH3:15])[O:25][CH:9]3[C:8]=2[CH:16]=1)([O-:3])=[O:2]. Procedure details: To a solution of 6-nitro-2,2,3-trimethyl-2H-1-benzopyran (10.0 g, 0.0457 mol) in dichloromethane (200 ml) at 0° C. was added m-chloroperbenzoic acid (13.5 g, 70%, 0.0548 mol). After stirring for eighteen hours at room temperature the mixture was washed successively with water, aqueous sodium hydrogen carbonate, water and then aqueous sodium hydroxide solution. The organic phase was separated and evaporated under reduced pressure to give 9.96 g (93%) of 6-nitro-2,2,3-trimethyl-3,4-dihydro-3,4-epo... Starting materials: C(C)(=O)C1=C(C(=C(OCC2(COC3=C(OC2)C=CC(=C3)CC(=O)OC)O)C=C1)CCC)O (Methyl (3-(4-acetyl-3-hydroxy-2-propylphenoxy)methyl-2,4-dihydro-3-hydroxy-1,5-benzodioxepin-7-yl)acetate), C(C)(=O)C1=C(C(=C(OCC2CC3=C(O2)C=CC(=C3)CC(=O)OC)C=C1)CCC)O (Methyl (2-(4-acetyl-3-hydroxy-2-propylphenoxy)methyl-2,3-dihydrobenzo[b]furan-5-yl)acetate). The product is C(C)(=O)C1=C(C(=C(OCC2(COC3=C(OC2)C=CC(=C3)CC(=O)O)O)C=C1)CCC)O ((3-(4-acetyl-3-hydroxy-2-propylphenoxy)methyl-2,4-dihydro-3-hydroxy-1,5-benzodioxepin-7-yl)acetic acid). Reaction SMILES: [C:1]([C:4]1[CH:28]=[CH:27][C:7]([O:8][CH2:9][C:10]2([OH:26])[CH2:16][O:15][C:14]3[CH:17]=[CH:18][C:19]([CH2:21][C:22]([O:24]C)=[O:23])=[CH:20][C:13]=3[O:12][CH2:11]2)=[C:6]([CH2:29][CH2:30][CH3:31])[C:5]=1[OH:32])(=[O:3])[CH3:2].C(C1C=CC(OCC2OC3C=CC(CC(OC)=O)=CC=3C2)=C(CCC)C=1O)(=O)C>>[C:1]([C:4]1[CH:28]=[CH:27][C:7]([O:8][CH2:9][C:10]2([OH:26])[CH2:16][O:15][C:14]3[CH:17]=[CH:18][C:19]([CH2:21][C:22]([OH:24])=[O:23])=[CH:20][C:13]=3[O:12][CH2:11]2)=[C:6]([CH2:29][CH2:30][CH3:31])[C:5]=1[OH:32])(=[O:3])[CH3:2]. Reported procedure: Following the procedure of Example 26, but substituting the compound of Example 38 for the compound of Example 25, there was obtained the title compound as a white foam. The reactants are CCOC(=O)C(CSc1ccccn1)Cc1ccccc1, Cl. The product is O=C(O)C(CSc1ccccn1)Cc1ccccc1. As a reaction SMILES: [CH2:1]([CH3:2])[O:3][C:4]([CH:5]([CH2:6][S:7][c:8]1[n:9][cH:10][cH:11][cH:12][cH:13]1)[CH2:14][c:15]1[cH:16][cH:17][cH:18][cH:19][cH:20]1)=[O:21].[ClH:22]>>[O:3]=[C:4]([CH:5]([CH2:6][S:7][c:8]1[n:9][cH:10][cH:11][cH:12][cH:13]1)[CH2:14][c:15]1[cH:16][cH:17][cH:18][cH:19][cH:20]1)[OH:21]. The reactants are N[C@@H]1CCC2=CC(=CC=3C[C@H](C[C@@H]1C23)C2=CC=CC=C2)OC ([1R,8S,9aR] 1-amino-5-methoxy-8-phenyl-2,3,7,8,9,9a-hexahydrophenalene), solution, B(Br)(Br)Br (boron tribromide). Run in C(Cl)Cl (methylene chloride), C(Cl)Cl (methylene chloride). Reaction conditions: time 1 hour. Product: Br.N[C@@H]1CCC2=CC(=CC=3C[C@H](C[C@@H]1C23)C2=CC=CC=C2)O ([1R,8S,9aR]-1-Amino-5-hydroxy-8-phenyl-2,3,7,8,9,9a-hexahydrophenalene hydrobromide). RXN SMILES: [NH2:1][C@H:2]1[C@H:13]2[C:14]3[C:5](=[CH:6][C:7]([O:21]C)=[CH:8][C:9]=3[CH2:10][C@@H:11]([C:15]3[CH:20]=[CH:19][CH:18]=[CH:17][CH:16]=3)[CH2:12]2)[CH2:4][CH2:3]1.B(Br)(Br)[Br:24]>C(Cl)Cl>[BrH:24].[NH2:1][C@H:2]1[C@H:13]2[C:14]3[C:5](=[CH:6][C:7]([OH:21])=[CH:8][C:9]=3[CH2:10][C@@H:11]([C:15]3[CH:16]=[CH:17][CH:18]=[CH:19][CH:20]=3)[CH2:12]2)[CH2:4][CH2:3]1 |f:3.4|. Procedure details: A solution of 0.34 g (1.2 mmol) of [1R,8S,9aR] 1-amino-5-methoxy-8-phenyl-2,3,7,8,9,9a-hexahydrophenalene, from Step 7, in 9 mL of methylene chloride is treated with 4.4 mL (4.4 mmol) of a 1M solution of boron tribromide in methylene chloride, added dropwise at -78° C. The reaction is warmed to ambient temperature for 1 hour and recooled to -78° C. and the reaction is quenched with 5 mL of methanol. The reaction mixture is allowed to warm to ambient temperature and stirred for 1 hour. The solven... Starting materials: C(C)OC1=CC(CCC1)=O (3-ethoxycyclohex-2-enone), C1(=CC=CC=C1)[Mg]Br (phenylmagnesium bromide), Cl (HCl). As a reaction SMILES: C(O[C:4]1[CH2:9][CH2:8][CH2:7][C:6](=[O:10])[CH:5]=1)C.[C:11]1([Mg]Br)[CH:16]=[CH:15][CH:14]=[CH:13][CH:12]=1.Cl>C1COCC1>[C:11]1([C:4]2[CH2:9][CH2:8][CH2:7][C:6](=[O:10])[CH:5]=2)[CH:16]=[CH:15][CH:14]=[CH:13][CH:12]=1. Reaction conditions: time 1 hour. Reported procedure: At 0° C., 3-ethoxycyclohex-2-enone (2 g, 14.3 mmol) in THF (2 mL) was added phenylmagnesium bromide (1.0 M solution in THF, 15.0 mL) slowly. After the addition, the reaction mixture was warmed up to room temperature and stirred for 1 hr. Then 1N HCl solution (15.16 mL) was added to quench the reaction and the organic layer was separated. The aqueous layer was extracted with dichloromethane 3 times. The combined organic layers were dried over magnesium sulfate, filtered and concentrated to give t... The product is C1(=CC=CC=C1)C1=CC(CCC1)=O (3-phenylcyclohex-2-enone). Solvent: C1CCOC1 (THF).